Dataset: the Open Reaction Database (ORD), a public repository of structured organic reaction records. Task: describe an organic reaction: reactants, conditions, products, and yield Reactants: ClC=1N=C(C2=C(N1)C=C(S2)C=O)N2CCOCC2 (2-Chloro-4-morpholin-4-yl-thieno[3,2-d]pyrimidine-6-carbaldehyde), CN(C(=O)C1CCNCC1)C (piperidine-4-carboxylic acid dimethylamide). Product: CN(C(=O)C1CCN(CC1)CC1=CC=2N=C(N=C(C2S1)N1CCOCC1)Cl)C (1-(2-chloro-4-morpholin-4-yl-thieno[3,2-d]pyrimidin-6-ylmethyl)-piperidine-4-carboxylic acid dimethylamide). Reaction SMILES: [Cl:1][C:2]1[N:3]=[C:4]([N:13]2[CH2:18][CH2:17][O:16][CH2:15][CH2:14]2)[C:5]2[S:10][C:9]([CH:11]=O)=[CH:8][C:6]=2[N:7]=1.[CH3:19][N:20]([CH3:29])[C:21]([CH:23]1[CH2:28][CH2:27][NH:26][CH2:25][CH2:24]1)=[O:22]>>[CH3:19][N:20]([CH3:29])[C:21]([CH:23]1[CH2:24][CH2:25][N:26]([CH2:11][C:9]2[S:10][C:5]3[C:4]([N:13]4[CH2:18][CH2:17][O:16][CH2:15][CH2:14]4)=[N:3][C:2]([Cl:1])=[N:7][C:6]=3[CH:8]=2)[CH2:27][CH2:28]1)=[O:22]. Procedure: Reaction between 2-chloro-4-morpholin-4-yl-thieno[3,2-d]pyrimidine-6-carbaldehyde 10 (Example 3) and piperidine-4-carboxylic acid dimethylamide using General Procedure B-3 yielded 1-(2-chloro-4-morpholin-4-yl-thieno[3,2-d]pyrimidin-6-ylmethyl)-piperidine-4-carboxylic acid dimethylamide. Starting materials: C(C1=CC=CC=C1)C=1OC=2C(=NC=CC2)N1 (2-benzyloxazolo[4,5-b]pyridine), [Mn](=O)(=O)(=O)[O-].[K+] (potassium permanganate), S(O)(O)(=O)=O (sulfuric acid), S([O-])(O)=O.[Na+] (sodium bisulfite). Reagents/catalysts: [OH-].[Na+] (sodium hydroxide). Run in O (water). Yields the product C(C1=CC=CC=C1)(=O)C=1OC=2C(=NC=CC2)N1 (2-benzoyloxazolo[4,5-b]pyridine). As a reaction SMILES: [CH2:1]([C:8]1[O:9][C:10]2[C:11]([N:16]=1)=[N:12][CH:13]=[CH:14][CH:15]=2)[C:2]1[CH:7]=[CH:6][CH:5]=[CH:4][CH:3]=1.[Mn]([O-])(=O)(=O)=[O:18].[K+].S(=O)(=O)(O)O.S(=O)(O)[O-].[Na+]>[OH-].[Na+].O>[C:1]([C:8]1[O:9][C:10]2[C:11]([N:16]=1)=[N:12][CH:13]=[CH:14][CH:15]=2)(=[O:18])[C:2]1[CH:3]=[CH:4][CH:5]=[CH:6][CH:7]=1 |f:1.2,4.5,6.7|. Reported procedure: A mixture of 800 mg. of 2-benzyloxazolo[4,5-b]pyridine, 2.5 g. of potassium permanganate, 35 ml. of water and 6 drops of 2.5 N sodium hydroxide solution was heated at 50°-55° C. for 3 hours. After cooling, sulfuric acid was added to about pH 6 and sufficient sodium bisulfite was added to remove the manganese dioxide. The crystalline precipitate remaining was collected and recrystallized from ethylacetate to give 2-benzoyloxazolo[4,5-b]pyridine, m.p. 151°-153° C. The reactants are C(C)(=O)O (acetic acid), FC=1C=C(C=CC1)[C@@H]1N(C[C@@H](C1)O)C1=NC=2N(C=C1)N=CC2C(=O)OCC (ethyl 5-((2R,4R)-2-(3-fluorophenyl)-4-hydroxypyrrolidin-1-yl)pyrazolo[1,5-a]pyrimidine-3-carboxylate), C1=CC=C(C=C1)P(C2=CC=CC=C2)C3=CC=CC=C3 (PPh3), CC(C)OC(=O)/N=N/C(=O)OC(C)C (DIAD). The solvent is C1CCOC1 (THF). Reaction conditions: time 48 hour. Product: C(C)(=O)O[C@H]1C[C@@H](N(C1)C1=NC=2N(C=C1)N=CC2C(=O)OCC)C2=CC(=CC=C2)F (ethyl 5-((2R,4S)-4-acetoxy-2-(3-fluorophenyl)pyrrolidin-1-yl)pyrazolo[1,5-a]pyrimidine-3-carboxylate). Isolated yield 78.8%. RXN SMILES: [F:1][C:2]1[CH:3]=[C:4]([C@H:8]2[CH2:12][C@@H:11]([OH:13])[CH2:10][N:9]2[C:14]2[CH:19]=[CH:18][N:17]3[N:20]=[CH:21][C:22]([C:23]([O:25][CH2:26][CH3:27])=[O:24])=[C:16]3[N:15]=2)[CH:5]=[CH:6][CH:7]=1.C1C=CC(P(C2C=CC=CC=2)C2C=CC=CC=2)=CC=1.[CH3:47][CH:48]([O:50]C(/N=N/C(OC(C)C)=O)=O)C.C(O)(=O)C>C1COCC1>[C:48]([O:13][C@@H:11]1[CH2:10][N:9]([C:14]2[CH:19]=[CH:18][N:17]3[N:20]=[CH:21][C:22]([C:23]([O:25][CH2:26][CH3:27])=[O:24])=[C:16]3[N:15]=2)[C@@H:8]([C:4]2[CH:5]=[CH:6][CH:7]=[C:2]([F:1])[CH:3]=2)[CH2:12]1)(=[O:50])[CH3:47]. Reported procedure: To a mixture of ethyl 5-((2R,4R)-2-(3-fluorophenyl)-4-hydroxypyrrolidin-1-yl)pyrazolo[1,5-a]pyrimidine-3-carboxylate (Example 41, Step E, 260 mg, 0.702 mmol) and PPh3 (460 mg, 1.75 mmol) in THF (10.0 mL) was added DIAD (276 μL, 1.40 mmol) followed by acetic acid (80.4 μL, 1.40 mmol). The reaction was stirred at ambient temperature for 48 hours and then concentrated. The residue was purified by reverse phase column chromatography (0-70% acetonitrile/water) to afford ethyl 5-((2R,4S)-4-acetoxy-2-(... Starting materials: C(C1=CC=CC=C1)OC(CC1=C(C=CC=C1)C)CC=C (1-(2-(benzyloxy)pent-4-enyl)-2-methylbenzene), O=[O+][O-] (O3). Run in C(Cl)Cl (DCM). Reaction conditions: time 5 hour. Yields the product C(C1=CC=CC=C1)OC(CC=O)CC1=C(C=CC=C1)C (3-(Benzyloxy)-4-o-tolylbutanal). As a reaction SMILES: [CH2:1]([O:8][CH:9]([CH2:18][CH:19]=C)[CH2:10][C:11]1[CH:16]=[CH:15][CH:14]=[CH:13][C:12]=1[CH3:17])[C:2]1[CH:7]=[CH:6][CH:5]=[CH:4][CH:3]=1.[O:21]=[O+][O-]>C(Cl)Cl>[CH2:1]([O:8][CH:9]([CH2:10][C:11]1[CH:16]=[CH:15][CH:14]=[CH:13][C:12]=1[CH3:17])[CH2:18][CH:19]=[O:21])[C:2]1[CH:7]=[CH:6][CH:5]=[CH:4][CH:3]=1. Procedure details: To a solution of 1-(2-(benzyloxy)pent-4-enyl)-2-methylbenzene (5.0 g, 18.72 mmol) in DCM (100 ml) was passed O3 gas at −78° C. for 3 h. The reaction mixture was quenched with TEA (5 ml) at −78° C., and stirred for room temperature for 5 h. The title compound was purified by separation methods A and E. (Yield 2.0 g). Reaction SMILES: [Br:25][CH2:26][CH2:27][CH2:28][S:29][c:30]1[cH:31][cH:32][c:33]([F:36])[cH:34][cH:35]1.[C:39](=[O:40])([O-:41])[O-:42].[CH2:1]([CH3:2])[c:3]1[n:4](-[c:19]2[cH:20][cH:21][cH:22][cH:23][cH:24]2)[c:5]2[cH:6][c:7]([F:18])[cH:8][cH:9][c:10]2[c:11]1[CH:12]1[CH2:13][CH2:14][NH:15][CH2:16][CH2:17]1.[CH3:51][CH2:52][O:53][C:54](=[O:55])[CH3:56].[I-:38].[K+:37].[K+:43].[K+:44].[O:45]=[CH:46][N:47]([CH3:48])[CH3:49].[OH2:50]>>[CH2:1]([CH3:2])[c:3]1[n:4](-[c:19]2[cH:20][cH:21][cH:22][cH:23][cH:24]2)[c:5]2[cH:6][c:7]([F:18])[cH:8][cH:9][c:10]2[c:11]1[CH:12]1[CH2:13][CH2:14][N:15]([CH2:26][CH2:27][CH2:28][S:29][c:30]2[cH:31][cH:32][c:33]([F:36])[cH:34][cH:35]2)[CH2:16][CH2:17]1. Reactants: Fc1ccc(SCCCBr)cc1, O=C([O-])[O-], CCc1c(C2CCNCC2)c2ccc(F)cc2n1-c1ccccc1, CCOC(C)=O, [I-], [K+], [K+], [K+], CN(C)C=O, O. Yields the product CCc1c(C2CCN(CCCSc3ccc(F)cc3)CC2)c2ccc(F)cc2n1-c1ccccc1. Reactants: ClC1=CC=C(C=C1)C=1C(=CNC1)C(=O)OCC (Ethyl 4-(p-chlorophenyl)pyrrole-3-carboxylate), BrN1C(CCC1=O)=O (N-bromosuccinimide). Run in O1CCCC1 (tetrahydrofuran). Reaction conditions: time 8 hour. Product: BrC1=C(C(=CN1)C(=O)OCC)C1=CC=C(C=C1)Cl (Ethyl 5-bromo-4-(p-chlorophenyl)pyrrole-3-carboxylate). Isolated yield 90348.4%. RXN SMILES: [Cl:1][C:2]1[CH:7]=[CH:6][C:5]([C:8]2[C:9]([C:13]([O:15][CH2:16][CH3:17])=[O:14])=[CH:10][NH:11][CH:12]=2)=[CH:4][CH:3]=1.[Br:18]N1C(=O)CCC1=O>O1CCCC1>[Br:18][C:12]1[NH:11][CH:10]=[C:9]([C:13]([O:15][CH2:16][CH3:17])=[O:14])[C:8]=1[C:5]1[CH:6]=[CH:7][C:2]([Cl:1])=[CH:3][CH:4]=1. Procedure details: Ethyl 4-(p-chlorophenyl)pyrrole-3-carboxylate (1.6 g., 0.0064 mmol) is dissolved in tetrahydrofuran (40 mL). N-bromosuccinimide (1.14 g., 0.0064 mmol) is added in small portions at 25°-28° C. After the addition is complete, the solution is stirred overnight at room temperature. The solution is concentrated in vacuo and the solid residue partioned between water and ether. The ether layer is separated and dried over magnesium sulfate. Work-up of the ether extract leaves 1.9 g (90%) of a white soli... Starting materials: BrC1=NC(=C(C2=CC(=CC=C12)OC1=C(C=CC=C1)C)O)C(=O)OCCCC (Butyl 1-bromo-4-hydroxy-6-(o-tolyloxy)isoquinoline-3-carb oxylate), C(#N)[Cu] (CuCN), C(Cl)Cl (CH2Cl2). The solvent is CN(C)C=O (DMF). Run at time 10 minute. Yields the product C(#N)C1=NC(=C(C2=CC(=CC=C12)OC1=C(C=CC=C1)C)O)C(=O)OCCCC (Butyl 1-cyano-4-hydroxy-6-(o-tolyloxy)isoquinoline-3-carboxylate). RXN SMILES: Br[C:2]1[C:11]2[C:6](=[CH:7][C:8]([O:12][C:13]3[CH:18]=[CH:17][CH:16]=[CH:15][C:14]=3[CH3:19])=[CH:9][CH:10]=2)[C:5]([OH:20])=[C:4]([C:21]([O:23][CH2:24][CH2:25][CH2:26][CH3:27])=[O:22])[N:3]=1.[C:28]([Cu])#[N:29].C(Cl)Cl>CN(C=O)C>[C:28]([C:2]1[C:11]2[C:6](=[CH:7][C:8]([O:12][C:13]3[CH:18]=[CH:17][CH:16]=[CH:15][C:14]=3[CH3:19])=[CH:9][CH:10]=2)[C:5]([OH:20])=[C:4]([C:21]([O:23][CH2:24][CH2:25][CH2:26][CH3:27])=[O:22])[N:3]=1)#[N:29]. Procedure details: Butyl 1-bromo-4-hydroxy-6-(o-tolyloxy)isoquinoline-3-carb oxylate (130 mg, 0.30 mmol) and CuCN (54 mg, 0.61 mmol) were suspended in DMF (1.2 mL). The resulting mixture was heated to reflux for 40 minutes and then cooled to room temperature. The reaction crude was poured into CH2Cl2 (30 mL) and stirred vigorously for 10 minutes at room temperature. The resulting suspension was filtered through a pad of celite and the filtrate was washed with H2O and brine sequentially. The organic layer was dried...